Dataset: the Open Reaction Database (ORD), a public repository of structured organic reaction records. Task: describe an organic reaction: reactants, conditions, products, and yield The reactants are Cl (Hydrochloric acid), COC=1C=C(C=CC1OC)/C(/C#N)=C/C=1OC(=CC1)N(C)CCN(C)C ((Z)-2-(3,4-dimethoxy-phenyl)-3-{5-[(2-dimethylamino-ethyl)-methyl-amino]-furan-2-yl}-acrylonitrile). Reaction conditions: time 20 minute. Yields the product Cl.COC=1C=C(C=CC1OC)/C(/C#N)=C/C=1OC(=CC1)N(C)CCN(C)C ((Z)-2-(3,4-dimethoxy-phenyl)-3-{5-[(2-dimethylamino-ethyl)-methyl-amino]-furan-2-yl}-acrylonitrile hydrochloride). Isolated yield 90.0%. Reaction SMILES: [ClH:1].[CH3:2][O:3][C:4]1[CH:5]=[C:6](/[C:12](=[CH:15]/[C:16]2[O:17][C:18]([N:21]([CH2:23][CH2:24][N:25]([CH3:27])[CH3:26])[CH3:22])=[CH:19][CH:20]=2)/[C:13]#[N:14])[CH:7]=[CH:8][C:9]=1[O:10][CH3:11]>>[ClH:1].[CH3:2][O:3][C:4]1[CH:5]=[C:6](/[C:12](=[CH:15]/[C:16]2[O:17][C:18]([N:21]([CH2:23][CH2:24][N:25]([CH3:27])[CH3:26])[CH3:22])=[CH:19][CH:20]=2)/[C:13]#[N:14])[CH:7]=[CH:8][C:9]=1[O:10][CH3:11] |f:2.3|. Reported procedure: 0.1N Hydrochloric acid (12.5 mL) was added to Compound 48 (404 mg) for dissolution, and purified water (20 mL) was added to the solution, followed by stirring at room temperature for 20 minutes. The reaction mixture was lyophilized, to thereby yield the target product (yield: 400 mg, 90%). Starting materials: FC(C=1C=C(C(=O)N2CCC3(C(NCN3C3=C(C=CC=C3)Cl)=O)CC2)C=C(C1)C(F)(F)F)(F)F (8-(3,5-bis-trifluoromethyl-benzoyl)-1-(2-chloro-phenyl)-1,3,8-triaza-spiro[4.5]decan-4-one), ClCC1CNC(O1)=O (5-chloromethyl-2-oxazolidinone). The product is FC(C=1C=C(C(=O)N2CCC3(C(N(CN3C3=C(C=CC=C3)Cl)CC3CNC(O3)=O)=O)CC2)C=C(C1)C(F)(F)F)(F)F (8-(3,5-Bis-trifluoromethyl-benzoyl)-1-(2-chloro-phenyl)-3-(2-oxo-oxazolidin-5-ylmethyl)-1,3,8-triaza-spiro[4.5]decan-4-one). As a reaction SMILES: [F:1][C:2]([F:34])([F:33])[C:3]1[CH:4]=[C:5]([CH:26]=[C:27]([C:29]([F:32])([F:31])[F:30])[CH:28]=1)[C:6]([N:8]1[CH2:25][CH2:24][C:11]2([N:15]([C:16]3[CH:21]=[CH:20][CH:19]=[CH:18][C:17]=3[Cl:22])[CH2:14][NH:13][C:12]2=[O:23])[CH2:10][CH2:9]1)=[O:7].Cl[CH2:36][CH:37]1[O:41][C:40](=[O:42])[NH:39][CH2:38]1>>[F:32][C:29]([F:31])([F:30])[C:27]1[CH:26]=[C:5]([CH:4]=[C:3]([C:2]([F:1])([F:33])[F:34])[CH:28]=1)[C:6]([N:8]1[CH2:9][CH2:10][C:11]2([N:15]([C:16]3[CH:21]=[CH:20][CH:19]=[CH:18][C:17]=3[Cl:22])[CH2:14][N:13]([CH2:36][CH:37]3[O:41][C:40](=[O:42])[NH:39][CH2:38]3)[C:12]2=[O:23])[CH2:24][CH2:25]1)=[O:7]. Procedure details: The title compound, MS: m/e=604.9 (M+H+), was prepared in accordance with the general method of example 71 from 8-(3,5-bis-trifluoromethyl-benzoyl)-1-(2-chloro-phenyl)-1,3,8-triaza-spiro[4.5]decan-4-one and 5-chloromethyl-2-oxazolidinone. Starting materials: CC(C)(C)NC(=O)c1ccc(C#N)cc1, CO, N, [Ni]. Product: CC(C)(C)NC(=O)c1ccc(CN)cc1. RXN SMILES: [C:1]([CH3:2])([CH3:3])([CH3:4])[NH:5][C:6]([c:7]1[cH:8][cH:9][c:10]([C:13]#[N:14])[cH:11][cH:12]1)=[O:15].[CH3:17][OH:18].[NH3:16].[Ni:19]>>[C:1]([CH3:2])([CH3:3])([CH3:4])[NH:5][C:6]([c:7]1[cH:8][cH:9][c:10]([CH2:13][NH2:14])[cH:11][cH:12]1)=[O:15]. Reactants: CN(C=1OC2=C(N1)C=C(C=C2)Cl)C2=CC=C(OC(C(=O)O)C)C=C2 (2-{4-[N-Methyl-N-(5-chloro-2-benzoxazolyl)amino]phenoxy}propionic acid), S(=O)(Cl)Cl (thionyl chloride). The solvent is C(Cl)(Cl)Cl (chloroform). Product: CN(C=1OC2=C(N1)C=C(C=C2)Cl)C2=CC=C(OC(C(=O)Cl)C)C=C2 (2-{4-[N-Methyl-N-(5-chloro-2-benzoxazolyl)amino]phenoxy}propionyl chloride). RXN SMILES: [CH3:1][N:2]([C:13]1[CH:24]=[CH:23][C:16]([O:17][CH:18]([CH3:22])[C:19](O)=[O:20])=[CH:15][CH:14]=1)[C:3]1[O:4][C:5]2[CH:11]=[CH:10][C:9]([Cl:12])=[CH:8][C:6]=2[N:7]=1.S(Cl)([Cl:27])=O>C(Cl)(Cl)Cl>[CH3:1][N:2]([C:13]1[CH:24]=[CH:23][C:16]([O:17][CH:18]([CH3:22])[C:19]([Cl:27])=[O:20])=[CH:15][CH:14]=1)[C:3]1[O:4][C:5]2[CH:11]=[CH:10][C:9]([Cl:12])=[CH:8][C:6]=2[N:7]=1. Procedure: A mixture of 2-{4-[N-methyl-N-(5-chloro-2-benzoxazolyl)amino]phenoxy}propionic acid (3.0 g, 0.0087 mole; see Example 9), thionyl chloride (0.76 ml, 0.01 mole) and chloroform (25 ml) was heated under reflux for a period of 3 hours. The reaction mixture was cooled and the solvent and excess thionyl chloride was removed by distillation under reduced pressure to give the title compound. RXN SMILES: [CH2:1]([CH3:2])[O:3][c:4]1[cH:5][c:6]2[c:7]([cH:26][c:27]1[O:28][CH3:29])[C:8]([c:17]1[cH:18][cH:19][c:20]([C:21](=[O:22])[OH:23])[cH:24][cH:25]1)=[N:9][CH:10]1[CH2:11][CH2:12][N:13]([CH3:16])[CH2:14][CH:15]21.[CH2:30]([c:31]1[cH:32][cH:33][cH:34][cH:35][cH:36]1)[O:37][CH2:38][CH:39]([CH3:40])[NH:41][CH:42]([CH3:43])[CH3:44]>>[CH2:1]([CH3:2])[O:3][c:4]1[cH:5][c:6]2[c:7]([cH:26][c:27]1[O:28][CH3:29])[C:8]([c:17]1[cH:18][cH:19][c:20]([C:21](=[O:22])[N:41]([CH:39]([CH2:38][O:37][CH2:30][c:31]3[cH:32][cH:33][cH:34][cH:35][cH:36]3)[CH3:40])[CH:42]([CH3:43])[CH3:44])[cH:24][cH:25]1)=[N:9][CH:10]1[CH2:11][CH2:12][N:13]([CH3:16])[CH2:14][CH:15]21. Reactants: CCOc1cc2c(cc1OC)C(c1ccc(C(=O)O)cc1)=NC1CCN(C)CC21, CC(C)NC(C)COCc1ccccc1. The product is CCOc1cc2c(cc1OC)C(c1ccc(C(=O)N(C(C)C)C(C)COCc3ccccc3)cc1)=NC1CCN(C)CC21. Reactants: C(OC(Cl)(Cl)Cl)(OC(Cl)(Cl)Cl)=O (bis(trichloromethyl) carbonate), CN1CCC(CC1)N (1-methyl-piperidin-4-ylamine), O1CC(C2=C1C=CC=C2)NC2=NC1=CC=C(C=C1C=C2)N (rac-N2-(2,3-dihydro-benzofuran-3-yl)-quinoline-2,6-diamine). Product: O1CC(C2=C1C=CC=C2)NC2=NC1=CC=C(C=C1C=C2)NC(=O)NC2CCN(CC2)C (rac-1-[2-(2,3-Dihydro-benzofuran-3-ylamino)-quinolin-6-yl]-3-(1-methyl-piperidin-4-yl)-urea). Reaction SMILES: [C:1](=O)(OC(Cl)(Cl)Cl)[O:2]C(Cl)(Cl)Cl.[CH3:13][N:14]1[CH2:19][CH2:18][CH:17]([NH2:20])[CH2:16][CH2:15]1.[O:21]1[C:25]2[CH:26]=[CH:27][CH:28]=[CH:29][C:24]=2[CH:23]([NH:30][C:31]2[CH:40]=[CH:39][C:38]3[C:33](=[CH:34][CH:35]=[C:36]([NH2:41])[CH:37]=3)[N:32]=2)[CH2:22]1>>[O:21]1[C:25]2[CH:26]=[CH:27][CH:28]=[CH:29][C:24]=2[CH:23]([NH:30][C:31]2[CH:40]=[CH:39][C:38]3[C:33](=[CH:34][CH:35]=[C:36]([NH:41][C:1]([NH:20][CH:17]4[CH2:18][CH2:19][N:14]([CH3:13])[CH2:15][CH2:16]4)=[O:2])[CH:37]=3)[N:32]=2)[CH2:22]1. Procedure details: The title compound was prepared in accordance with the general method 4 described in example 16 from bis(trichloromethyl) carbonate, 1-methyl-piperidin-4-ylamine and rac-N2-(2,3-dihydro-benzofuran-3-yl)-quinoline-2,6-diamine; MS: m/e=418.6 (M+H+). Starting materials: C(C)(C)(C)C1=C(C(=CC(=C1)S)C(C)(C)C)O (2,6-di-t-butyl-4-mercaptophenol), C(#N)C1=C(CBr)C=CC=C1 (o-cyanobenzyl bromide), [OH-].[Na+] (sodium hydroxide), C(C)O (ethanol). The solvent is O (water). Yields the product C(C)(C)(C)C1=C(C(=CC(=C1)SCC1=C(C=CC=C1)C#N)C(C)(C)C)O (2,6-di-t-butyl-4-[(2-cyanophenyl) methylthio]phenol). The yield is 18.9%. Reaction SMILES: [C:1]([C:5]1[CH:10]=[C:9]([SH:11])[CH:8]=[C:7]([C:12]([CH3:15])([CH3:14])[CH3:13])[C:6]=1[OH:16])([CH3:4])([CH3:3])[CH3:2].[C:17]([C:19]1[CH:26]=[CH:25][CH:24]=[CH:23][C:20]=1[CH2:21]Br)#[N:18].[OH-].[Na+].C(O)C>O>[C:12]([C:7]1[CH:8]=[C:9]([S:11][CH2:21][C:20]2[CH:23]=[CH:24][CH:25]=[CH:26][C:19]=2[C:17]#[N:18])[CH:10]=[C:5]([C:1]([CH3:4])([CH3:3])[CH3:2])[C:6]=1[OH:16])([CH3:15])([CH3:14])[CH3:13] |f:2.3|. Reported procedure: A solution of 2.00 g (8.39 mmole) of 2,6-di-t-butyl-4-mercaptophenol, 1.65 g (8.39 mmole) of o-cyanobenzyl bromide, 5 ml of 1.68N sodium hydroxide and 75 ml of ethanol was heated at reflux for 48 hours. The reaction mixture was poured into water and was extracted with diethyl ether. The ether extract was washed with water, dried with magnesium sulfate and evaporated to give the crude product as an oil. The oil was purified by silica gel chromatography, eluting with a mixture of ethyl acetate and... The reactants are [Br-], CC[Mg+], C1CCOC1, CC(C)[O-], CC(C)[O-], CC(C)[O-], CC(C)[O-], COC(=O)C1CN(C(=O)OC(C)(C)C)CCN1C(=O)OC(C)(C)C, [Ti+4]. The product is CC(C)(C)OC(=O)N1CCN(C(=O)OC(C)(C)C)C(C2(O)CC2)C1. Reaction SMILES: [Br-:25].[CH2:26]([Mg+:27])[CH3:28].[CH2:29]1[CH2:30][CH2:31][CH2:32][O:33]1.[CH3:34][CH:35]([CH3:36])[O-:37].[CH3:38][CH:39]([CH3:40])[O-:41].[CH3:42][CH:43]([CH3:44])[O-:45].[CH3:46][CH:47]([CH3:48])[O-:49].[N:1]1([C:18](=[O:19])[O:20][C:21]([CH3:22])([CH3:23])[CH3:24])[CH:2]([C:14]([O:15][CH3:16])=[O:17])[CH2:3][N:4]([C:7](=[O:8])[O:9][C:10]([CH3:11])([CH3:12])[CH3:13])[CH2:5][CH2:6]1.[Ti+4:50]>>[N:1]1([C:18](=[O:19])[O:20][C:21]([CH3:22])([CH3:23])[CH3:24])[CH:2]([C:32]2([OH:33])[CH2:30][CH2:31]2)[CH2:3][N:4]([C:7](=[O:8])[O:9][C:10]([CH3:11])([CH3:12])[CH3:13])[CH2:5][CH2:6]1.